From a dataset of the Open Reaction Database (ORD), a public repository of structured organic reaction records. describe an organic reaction: reactants, conditions, products, and yield Starting materials: COC(=O)c1ccn2cncc2c1Nc1ccc(SC)cc1F, CCN=C=NCCCN(C)C, CCOC(C)=O, C=COCCON, [Na+], [OH-], On1nnc2ccccc21. Yields the product C=COCCONC(=O)c1ccn2cncc2c1Nc1ccc(SC)cc1F. Reaction SMILES: [CH3:1][O:2][C:3](=[O:4])[c:5]1[c:6]([NH:14][c:15]2[c:16]([F:23])[cH:17][c:18]([S:21][CH3:22])[cH:19][cH:20]2)[c:7]2[n:8]([cH:9][cH:10]1)[cH:11][n:12][cH:13]2.[CH3:33][CH2:34][N:35]=[C:36]=[N:37][CH2:38][CH2:39][CH2:40][N:41]([CH3:42])[CH3:43].[CH3:54][CH2:55][O:56][C:57](=[O:58])[CH3:59].[CH:26](=[CH2:27])[O:28][CH2:29][CH2:30][O:31][NH2:32].[Na+:25].[OH-:24].[OH:44][n:45]1[c:46]2[c:47]([cH:48][cH:49][cH:50][cH:51]2)[n:52][n:53]1>>[C:3](=[O:4])([c:5]1[c:6]([NH:14][c:15]2[c:16]([F:23])[cH:17][c:18]([S:21][CH3:22])[cH:19][cH:20]2)[c:7]2[n:8]([cH:9][cH:10]1)[cH:11][n:12][cH:13]2)[NH:32][O:31][CH2:30][CH2:29][O:28][CH:26]=[CH2:27]. As a reaction SMILES: [OH:1][C:2]1[C:10]2[C:6](=[N:7][S:8][N:9]=2)[CH:5]=[CH:4][CH:3]=1.[CH2:11]([CH:13]1[O:15][CH2:14]1)Cl.[OH-].[Na+]>O1CCOCC1>[O:15]1[CH2:14][CH:13]1[CH2:11][O:1][C:2]1[C:10]2[C:6](=[N:7][S:8][N:9]=2)[CH:5]=[CH:4][CH:3]=1 |f:2.3|. Yields the product O1C(COC2=CC=CC3=NSN=C32)C1 (4-(2,3-epoxypropyloxy)-2,1,3-benzthiadiazole). Reactants: OC1=CC=CC2=NSN=C21 (4-hydroxy-2,1,3-benzthiadiazole), C(Cl)C1CO1 (epichlorohydrin), [OH-].[Na+] (sodium hydroxide). Isolated yield 69.0%. Procedure details: 7.6 g (50 mM) 4-hydroxy-2,1,3-benzthiadiazole were dissolved in 100 ml. dioxan and mixed with 50 ml. epichlorohydrin and 55 ml. 1 N aqueous sodium hydroxide solution and the reaction mixture stirred for 4-5 hours at 55°-60° C. When the reaction was finished, the reaction mixture was diluted with 300 ml. water and extracted with chloroform. The dried chloroform solution was evaporated and the residue was chromatographed on a silica gel column (elution agent: chloroform). The residue obtained afte... The solvent is O1CCOCC1 (dioxan). The reactants are NCc1ccccc1Br, CC(C)(C)OC(=O)OC(=O)[O-], Cl, C1CCOC1. Product: CC(C)(C)OC(=O)NCc1ccccc1Br. Reaction SMILES: [Br:2][c:3]1[c:4]([CH2:5][NH2:6])[cH:7][cH:8][cH:9][cH:10]1.[C:11](=[O:12])([O:13][C:14]([CH3:15])([CH3:16])[CH3:17])[O:18][C:19]([O-:20])=[O:21].[ClH:1].[O:22]1[CH2:23][CH2:24][CH2:25][CH2:26]1>>[Br:2][c:3]1[c:4]([CH2:5][NH:6][C:11](=[O:12])[O:13][C:14]([CH3:15])([CH3:16])[CH3:17])[cH:7][cH:8][cH:9][cH:10]1. Reactants: C(#N)C1=CC=C(C=C1)C1=NC(=NO1)C(=O)OCC (5-(4-cyanophenyl)-3-ethoxycarbonyl-1,2,4-oxadiazole), O1CCCC1 (tetrahydrofuran), [BH4-].[Na+] (sodium borohydride), O (water). Solvent: CO (methanol). Conditions: time 1 hour. Product: C(#N)C1=CC=C(C=C1)C1=NC(=NO1)CO (5-(4-cyanophenyl)-3-hydroxymethyl-1,2,4-oxadiazole). The yield is 96.7%. Reaction SMILES: [C:1]([C:3]1[CH:8]=[CH:7][C:6]([C:9]2[O:13][N:12]=[C:11]([C:14](OCC)=[O:15])[N:10]=2)=[CH:5][CH:4]=1)#[N:2].O1CCCC1.[BH4-].[Na+].O>CO>[C:1]([C:3]1[CH:4]=[CH:5][C:6]([C:9]2[O:13][N:12]=[C:11]([CH2:14][OH:15])[N:10]=2)=[CH:7][CH:8]=1)#[N:2] |f:2.3|. Procedure: To a solution of 5-(4-cyanophenyl)-3-ethoxycarbonyl-1,2,4-oxadiazole (5.0 g) in methanol (50 ml)--tetrahydrofuran (50 ml) was added sodium borohydride (0.93 g) at 0° C. After stirring at 5°-10° C. for 1 hour, the mixture was poured into water and extracted with ethyl acetate. The extract was washed with water and brine, dried over magnesium sulfate, and evaporated in vacuo. The residue was recrystallized from diethyl ether to give 5-(4-cyanophenyl)-3-hydroxymethyl-1,2,4-oxadiazole (4.0 g).